Dataset: the Open Reaction Database (ORD), a public repository of structured organic reaction records. Task: describe an organic reaction: reactants, conditions, products, and yield Starting materials: COC=1C=C(C=CC1OC)C1=COC2=C(C(=CC=C2C1=O)O)C (3-(3,4-Dimethoxy-phenyl)-7-hydroxy-8-methylchromen-4-one), N1=CC=CC=C1 (Pyridine), C(C)(=O)OC(C)=O (acetic anhydride). Reaction conditions: temperature -18 celsius. Yields the product C(C)(=O)OC1=CC=C2C(C(=COC2=C1C)C1=CC(=C(C=C1)OC)OC)=O (7-acetoxy-3-(3,4-dimethoxyphenyl)-8-methylchromen-4-one). Isolated yield 42.0%. As a reaction SMILES: [CH3:1][O:2][C:3]1[CH:4]=[C:5]([C:11]2[C:20](=[O:21])[C:19]3[C:14](=[C:15]([CH3:23])[C:16]([OH:22])=[CH:17][CH:18]=3)[O:13][CH:12]=2)[CH:6]=[CH:7][C:8]=1[O:9][CH3:10].N1C=CC=CC=1.[C:30](OC(=O)C)(=[O:32])[CH3:31]>>[C:30]([O:22][C:16]1[C:15]([CH3:23])=[C:14]2[C:19]([C:20](=[O:21])[C:11]([C:5]3[CH:6]=[CH:7][C:8]([O:9][CH3:10])=[C:3]([O:2][CH3:1])[CH:4]=3)=[CH:12][O:13]2)=[CH:18][CH:17]=1)(=[O:32])[CH3:31]. Reported procedure: 3-(3,4-Dimethoxy-phenyl)-7-hydroxy-8-methylchromen-4-one (94.8 g) was suspended in acetic anhydride (450 mL) under a nitrogen atmosphere. Pyridine (23 mL) was added and the reaction mixture was heated to reflux for 1 hour. The pot was cooled overnight at −18° C. to produce a crystalline solid within the reaction mixture. This was filtered and the solid was washed with the filtrate and additional water (500 mL) to yield a brown solid. Further washing with ethanol produced a white crystalline soli... Reactants: C(C)(=O)NC=1C=CC=2C(=CC1)C(C(=CC2)CC(=O)O)=O (7-acetylamino-1-oxo-benzocyclohepten-2-yl-acetic acid). Reagents/catalysts: [Zn] (Zinc). Run in C(C)(=O)O (acetic acid). Conditions: temperature 100 celsius, time 1 hour. The product is C(C)(=O)NC1CCC2=C(CC1)C(C(C=C2)CC(=O)O)=O (7-acetylamino-1-oxo-benzocycloheptan-2-yl-acetic acid). The yield is 83.1%. RXN SMILES: [C:1]([NH:4][C:5]1[CH:6]=[CH:7][C:8]2[C:9]([C:12](=[O:20])[C:13]([CH2:16][C:17]([OH:19])=[O:18])=[CH:14][CH:15]=2)=[CH:10][CH:11]=1)(=[O:3])[CH3:2]>C(O)(=O)C.[Zn]>[C:1]([NH:4][CH:5]1[CH2:11][CH2:10][C:9]2[C:12](=[O:20])[CH:13]([CH2:16][C:17]([OH:19])=[O:18])[CH:14]=[CH:15][C:8]=2[CH2:7][CH2:6]1)(=[O:3])[CH3:2]. Reported procedure: Zinc dust (5.3 g) is added in portions to a stirred suspension of the 7-acetylamino-1-oxo-benzocyclohepten-2-yl-acetic acid (6 g) in 80% aqueous acetic acid (70 ml), warmed at 100° C.; the stirring is continued for 1 hour. The inorganic materials are removed by filtration and washed with warm 80% aqueous acetic acid (70 ml).The eluates are collected and acetic acid is distilled off under vacuum. The residual aqueous phase is extracted with ethyl ether, the combined extracts are dried on Na2SO4 a... The reactants are [BH4-], CO, COc1cccc2cc(C=O)oc12, [Na+], O. Yields the product COc1cccc2cc(CO)oc12. RXN SMILES: [BH4-:1].[CH3:16][OH:17].[CH3:3][O:4][c:5]1[cH:6][cH:7][cH:8][c:9]2[cH:10][c:11]([CH:14]=[O:15])[o:12][c:13]12.[Na+:2].[OH2:18]>>[CH3:3][O:4][c:5]1[cH:6][cH:7][cH:8][c:9]2[cH:10][c:11]([CH2:14][OH:15])[o:12][c:13]12. Reactants: ClC(C(=O)Cl)Cl (dichloroacetyl chloride), CC1NCC(NC1)C (2,5-dimethyl-piperazine), O (water). Run in C(C)#N (acetonitrile). The product is ClC(C(=O)N1C(CN(C(C1)C)C(C(Cl)Cl)=O)C)Cl (N,N'-bis-(dichloroacetyl)-2,5-dimethylpiperazine). Yield: 36.0%. RXN SMILES: [Cl:1][CH:2]([Cl:6])[C:3](Cl)=[O:4].[CH3:7][CH:8]1[CH2:13][NH:12][CH:11]([CH3:14])[CH2:10][NH:9]1.[OH2:15]>C(#N)C>[Cl:1][CH:2]([Cl:6])[C:3]([N:9]1[CH2:10][CH:11]([CH3:14])[N:12]([C:3](=[O:15])[CH:2]([Cl:6])[Cl:1])[CH2:13][CH:8]1[CH3:7])=[O:4]. Procedure details: 29.4 g (0.2 mol) of dichloroacetyl chloride were added dropwise to a solution of 22.8 g (0.2 mol) of 2,5-dimethyl-piperazine in 150 ml of acetonitrile at 20° C., while stirring. The reaction mixture was allowed to react subsequently at 20° C. for 5 hours and was then poured into 300 ml of water and the precipitate obtained was filtered off and recrystallized from toluene. 12 g (36% of theory) of N,N'-bis-(dichloroacetyl)-2,5-dimethylpiperazine were obtained in this manner in the form of colorles... The reactants are [Br-], C1CCOC1, C[Mg+], [Cl-], O=CCC1CN(C(=O)COc2ccc(Cl)cc2)CCN1Cc1ccc(F)cc1, [NH4+]. Product: CC(O)CC1CN(C(=O)COc2ccc(Cl)cc2)CCN1Cc1ccc(F)cc1. As a reaction SMILES: [Br-:29].[CH2:34]1[O:35][CH2:36][CH2:37][CH2:38]1.[CH3:30][Mg+:31].[Cl-:32].[F:1][c:2]1[cH:3][cH:4][c:5]([CH2:6][N:7]2[CH:8]([CH2:24][CH:25]=[O:26])[CH2:9][N:10]([C:13](=[O:14])[CH2:15][O:16][c:17]3[cH:18][cH:19][c:20]([Cl:23])[cH:21][cH:22]3)[CH2:11][CH2:12]2)[cH:27][cH:28]1.[NH4+:33]>>[F:1][c:2]1[cH:3][cH:4][c:5]([CH2:6][N:7]2[CH:8]([CH2:24][CH:25]([OH:26])[CH3:30])[CH2:9][N:10]([C:13](=[O:14])[CH2:15][O:16][c:17]3[cH:18][cH:19][c:20]([Cl:23])[cH:21][cH:22]3)[CH2:11][CH2:12]2)[cH:27][cH:28]1. Reagents/catalysts: [Ni] (Raney nickel). Procedure details: A solution of 2-(1H-imidazol-2-yl)-benzonitrile (50 mg, 0.30 mmol) in ethanol saturated with ammonia (5 ml) was stirred in the presence of Raney nickel (50% slurry in water, washed with ethanol, catalytic amount) under a hydrogen atmosphere for 2 h. The reaction mixture was filtered over celite and concentrated to give 2-(1H-imidazol-2-yl)-benzylamine; 1H NMR (CDCl3, 400 MHz) δ8.13 (d, 1H, J=7.5 Hz), 7.42 (m, 1H), 7.28 (m, 2H), 7.18 (bs, 2H), 3.96 (s, 2H). Reactants: N1C(=NC=C1)C1=C(C#N)C=CC=C1 (2-(1H-imidazol-2-yl)-benzonitrile), N (ammonia). The solvent is C(C)O (ethanol). Yields the product N1C(=NC=C1)C1=C(CN)C=CC=C1 (2-(1H-imidazol-2-yl)-benzylamine). Reaction SMILES: [NH:1]1[CH:5]=[CH:4][N:3]=[C:2]1[C:6]1[CH:13]=[CH:12][CH:11]=[CH:10][C:7]=1[C:8]#[N:9].N>C(O)C.[Ni]>[NH:1]1[CH:5]=[CH:4][N:3]=[C:2]1[C:6]1[CH:13]=[CH:12][CH:11]=[CH:10][C:7]=1[CH2:8][NH2:9]. Reactants: FC=1C(=CC(=C(N)C1)NC)N1CCC(CC1)C(F)(F)F (5-fluoro-2-methylamino-4-(4-trifluoromethyl-piperidin-1-yl)aniline), ClC1=C(C=C(CNC(=O)C2(CC2)C(F)(F)F)C=C1)N=C=S (N-(4-chloro-3-isothiocyanatobenzyl)-1-(trifluoromethyl)cyclopropane carboxamide), CC(N=C=NC(C)C)C (DIC). The solvent is CN(C)C=O (DMF). Product: ClC1=C(C=C(CNC(=O)C2(CC2)C(F)(F)F)C=C1)NC1=NC2=C(N1C)C=C(C(=C2)F)N2CCC(CC2)C(F)(F)F (N-{4-Chloro-3-[5-fluoro-1-methyl-6-(4-trifluoromethyl-piperidin-1-yl)-1H-benzimidazol-2-ylamino]-benzyl}-1-trifluoromethyl-cyclopropanamide). RXN SMILES: [F:1][C:2]1[C:3]([N:11]2[CH2:16][CH2:15][CH:14]([C:17]([F:20])([F:19])[F:18])[CH2:13][CH2:12]2)=[CH:4][C:5]([NH:9][CH3:10])=[C:6]([CH:8]=1)[NH2:7].[Cl:21][C:22]1[CH:38]=[CH:37][C:25]([CH2:26][NH:27][C:28]([C:30]2([C:33]([F:36])([F:35])[F:34])[CH2:32][CH2:31]2)=[O:29])=[CH:24][C:23]=1[N:39]=[C:40]=S.CC(C)N=C=NC(C)C>CN(C=O)C>[Cl:21][C:22]1[CH:38]=[CH:37][C:25]([CH2:26][NH:27][C:28]([C:30]2([C:33]([F:36])([F:35])[F:34])[CH2:32][CH2:31]2)=[O:29])=[CH:24][C:23]=1[NH:39][C:40]1[N:9]([CH3:10])[C:5]2[CH:4]=[C:3]([N:11]3[CH2:16][CH2:15][CH:14]([C:17]([F:19])([F:20])[F:18])[CH2:13][CH2:12]3)[C:2]([F:1])=[CH:8][C:6]=2[N:7]=1. Procedure: The title compound was prepared in analogy to Example 76 using 5-fluoro-2-methylamino-4-(4-trifluoromethyl-piperidin-1-yl)aniline (175 mg, 0.60 mmol), N-(4-chloro-3-isothiocyanatobenzyl)-1-(trifluoromethyl)cyclopropane carboxamide (200 mg; 0.60 mmol), DIC (76 mg, 0.60 mmol) and DMF (3 mL).